Dataset: the Open Reaction Database (ORD), a public repository of structured organic reaction records. Task: describe an organic reaction: reactants, conditions, products, and yield Starting materials: ClC1=NC2=CC=CC=C2C(=N1)N(C)C1=CC=C(C=C1)OC ((2-chloroquinazolin-4-yl)-(4-methoxyphenyl)-methylamine), C(C)O (ethanol). The solvent is Cl (HCl). Reaction conditions: time 14 hour. Yields the product C(C)OC1=NC2=CC=CC=C2C(=N1)N(C)C1=CC=C(C=C1)OC ((2-Ethoxy-quinazolin-4-yl)-(4-methoxy-phenyl)-methyl-amine). RXN SMILES: Cl[C:2]1[N:11]=[C:10]([N:12]([C:14]2[CH:19]=[CH:18][C:17]([O:20][CH3:21])=[CH:16][CH:15]=2)[CH3:13])[C:9]2[C:4](=[CH:5][CH:6]=[CH:7][CH:8]=2)[N:3]=1.[CH2:22]([OH:24])[CH3:23]>Cl>[CH2:22]([O:24][C:2]1[N:11]=[C:10]([N:12]([C:14]2[CH:19]=[CH:18][C:17]([O:20][CH3:21])=[CH:16][CH:15]=2)[CH3:13])[C:9]2[C:4](=[CH:5][CH:6]=[CH:7][CH:8]=2)[N:3]=1)[CH3:23]. Procedure details: A mixture of (2-chloroquinazolin-4-yl)-(4-methoxyphenyl)-methylamine 3.98 g (20.0 mmol) in ethanol 4 mL and concd HCl 3 mL was stirred at room temperature for 14 h. After removal of ethanol, the residue was dissolved in ethyl acetate, and the organic solution was washed with water, satd Na2CO3, and dried over anhydrous MgSO4. After removal of solvent under reduced pressure, the crude product was purified by MPLC (SiO2, EtOAc 0˜100% in hexanes) to give the title compound. 1H NMR (CDCl3, 400 MHz) ... The reactants are C(CCCC)N(C(=O)N1CCCC2=CC=CC=C12)CC1=CC=C(C=C1)C1=C(C=CC=C1)C1=NN=NN1C(C1=CC=CC=C1)(C1=CC=CC=C1)C1=CC=CC=C1 (1-[N-pentyl-N-[[2'-(N-trityltetrazol-5-yl)biphenyl-4-yl]methyl]carbamoyl]-1,2,3,4-tetrahydroquinoline), C(C)(=O)O (acetic acid). Run in O (H2O). Conditions: temperature 60 celsius, time 16 hour. The product is C(CCCC)N(C(=O)N1CCCC2CC=CC=C12)CC1=CC=C(C=C1)C1=C(C=CC=C1)C1=NN=NN1 (1-[N-Pentyl-N-[[2'-(1H-tetrazol-5-yl)biphenyl-4-yl]methyl]carbamoyl]tetrahydroquinoline). Yield: 3.1%. As a reaction SMILES: [CH2:1]([N:6]([CH2:19][C:20]1[CH:25]=[CH:24][C:23]([C:26]2[CH:31]=[CH:30][CH:29]=[CH:28][C:27]=2[C:32]2[N:36](C(C3C=CC=CC=3)(C3C=CC=CC=3)C3C=CC=CC=3)[N:35]=[N:34][N:33]=2)=[CH:22][CH:21]=1)[C:7]([N:9]1[C:18]2[C:13](=[CH:14][CH:15]=[CH:16][CH:17]=2)[CH2:12][CH2:11][CH2:10]1)=[O:8])[CH2:2][CH2:3][CH2:4][CH3:5].C(O)(=O)C>O>[CH2:1]([N:6]([CH2:19][C:20]1[CH:21]=[CH:22][C:23]([C:26]2[CH:31]=[CH:30][CH:29]=[CH:28][C:27]=2[C:32]2[NH:36][N:35]=[N:34][N:33]=2)=[CH:24][CH:25]=1)[C:7]([N:9]1[C:18]2[CH:13]([CH2:14][CH:15]=[CH:16][CH:17]=2)[CH2:12][CH2:11][CH2:10]1)=[O:8])[CH2:2][CH2:3][CH2:4][CH3:5]. Reported procedure: A mixture of 29.3 mg (0.405 mmole) of 1-[N-pentyl-N-[[2'-(N-trityltetrazol-5-yl)biphenyl-4-yl]methyl]carbamoyl]-1,2,3,4-tetrahydroquinoline (from Step E), 400 μL of glacial acetic acid, and 180 μL of H2O was stirred under N2 at 60° C. for 16 hours, then cooled, and concentrated to dryness in vacuo. The residual oil was flash chromatographed on silica gel (elution with 3% and then 5% MeOH in CH2Cl2) to yield 6.0 mg (31%) of the title compound as a stiff foam, homogeneous by TLC (95:5 CH2Cl2 --MeO...